Dataset: the Open Reaction Database (ORD), a public repository of structured organic reaction records. Task: describe an organic reaction: reactants, conditions, products, and yield The reactants are [H-].[Na+] (NaH), ClC=1C=CC=C2C=3C(CCCC3NC12)=O (8-Chloro-1,2,3,9-tetrahydro-4H-carbazol-4-one), CCCCC (pentane), C(C1=CC=CC=C1)Br (benzyl bromide), [H-].[Na+] (NaH). Solvent: CN(C)C=O (DMF), CN(C)C=O (DMF). Conditions: time 30 minute. Yields the product C(C1=CC=CC=C1)N1C2=C(C=CC=C2C=2C(CCCC12)=O)Cl (9-Benzyl-8-chloro-1,2,3,9-tetrahydro-4H-carbazol-4-one). Yield: 68.1%. RXN SMILES: [Cl:1][C:2]1[CH:3]=[CH:4][CH:5]=[C:6]2[C:14]=1[NH:13][C:12]1[CH2:11][CH2:10][CH2:9][C:8](=[O:15])[C:7]2=1.CCCCC.[H-].[Na+].[CH2:23](Br)[C:24]1[CH:29]=[CH:28][CH:27]=[CH:26][CH:25]=1>CN(C=O)C>[CH2:23]([N:13]1[C:12]2[CH2:11][CH2:10][CH2:9][C:8](=[O:15])[C:7]=2[C:6]2[C:14]1=[C:2]([Cl:1])[CH:3]=[CH:4][CH:5]=2)[C:24]1[CH:29]=[CH:28][CH:27]=[CH:26][CH:25]=1 |f:2.3|. Reported procedure: 8-Chloro-1,2,3,9-tetrahydro-4H-carbazol-4-one (0.2019 g, 0.92 mmol) is added to a slurry of pentane-washed NaH (0.0275 g, 0.68 mmol) in DMF (1 mL) and after stirring 22 min benzyl bromide (0.13 mL, 0.0011 mol) is added. Starting material remained after 30 min, so additional NaH (0.0140 g, 0.35 mmol) and DMF (1 mL) are added and the mixture is allowed to stir overnight. The mixture is then partitioned between aq. sodium bicarbonate and ethyl acetate and the organic layer is dried over sodium sulf... Procedure details: A solution of 3α-hydroxy-21-methylene-5α-pregnane-11,20-dione (350 mg) in acetone (15 ml) was refluxed with piperidinothioacetic acid for 1/2 hour, poured into water and the suspension extracted into ethyl acetate. The extract was washed with water, dried over anhydrous sodium sulphate and evaporated to give title compound (400 mg) as a white foam. [α]D + 50° (c = 0.19 ). Yields the product O[C@H]1C[C@@H]2CC[C@H]3[C@@H]4CC[C@H](C(CCSC(CN5CCCCC5)=O)=O)[C@]4(CC([C@@H]3[C@]2(CC1)C)=O)C (3α-Hydroxy-21-piperidinoacetylthiomethyl-5α-pregnane-11,20-dione). The solvent is CC(=O)C (acetone). As a reaction SMILES: [OH:1][C@@H:2]1[CH2:22][CH2:21][C@@:20]2([CH3:23])[C@@H:4]([CH2:5][CH2:6][C@@H:7]3[C@@H:19]2[C:18](=[O:24])[CH2:17][C@@:16]2([CH3:25])[C@H:8]3[CH2:9][CH2:10][C@@H:11]2[C:12](=[O:15])[CH:13]=[CH2:14])[CH2:3]1.[N:26]1([CH2:32][C:33]([OH:35])=[S:34])[CH2:31][CH2:30][CH2:29][CH2:28][CH2:27]1.O>CC(C)=O>[OH:1][C@@H:2]1[CH2:22][CH2:21][C@@:20]2([CH3:23])[C@@H:4]([CH2:5][CH2:6][C@@H:7]3[C@@H:19]2[C:18](=[O:24])[CH2:17][C@@:16]2([CH3:25])[C@H:8]3[CH2:9][CH2:10][C@@H:11]2[C:12](=[O:15])[CH2:13][CH2:14][S:34][C:33](=[O:35])[CH2:32][N:26]2[CH2:31][CH2:30][CH2:29][CH2:28][CH2:27]2)[CH2:3]1. The reactants are O[C@H]1C[C@@H]2CC[C@H]3[C@@H]4CC[C@H](C(C=C)=O)[C@]4(CC([C@@H]3[C@]2(CC1)C)=O)C (3α-hydroxy-21-methylene-5α-pregnane-11,20-dione), N1(CCCCC1)CC(=S)O (piperidinothioacetic acid), O (water). The reactants are CCOC=C(C(=O)OCC)C(=O)OCC, CN(C)C=O, CO, [Cl-], [H-], Nc1ncnc2ccc([N+](=O)[O-])cc12, [NH4+], [Na+]. The product is CCOC(=O)C(=CNc1ncnc2ccc([N+](=O)[O-])cc12)C(=O)OCC. As a reaction SMILES: [CH2:15]([O:16][CH:18]=[C:19]([C:20](=[O:21])[O:22][CH2:23][CH3:24])[C:25](=[O:26])[O:27][CH2:28][CH3:29])[CH3:17].[CH3:34][N:35]([CH3:36])[CH:37]=[O:38].[CH3:39][OH:40].[Cl-:32].[H-:30].[NH2:1][c:2]1[n:3][cH:4][n:5][c:6]2[cH:7][cH:8][c:9]([N+:12](=[O:13])[O-:14])[cH:10][c:11]12.[NH4+:33].[Na+:31]>>[NH:1]([c:2]1[n:3][cH:4][n:5][c:6]2[cH:7][cH:8][c:9]([N+:12](=[O:13])[O-:14])[cH:10][c:11]12)[CH:18]=[C:19]([C:20](=[O:21])[O:22][CH2:23][CH3:24])[C:25](=[O:26])[O:27][CH2:28][CH3:29].